From a dataset of the Open Reaction Database (ORD), a public repository of structured organic reaction records. describe an organic reaction: reactants, conditions, products, and yield Reactants: CSCCC(NC(=O)C(CCC(N)=O)NC(=O)OC(C)(C)C)C(=O)O, CSCCC(NC(=O)OC(C)(C)C)C(=O)NC(C)C(=O)NC(C(=O)NC(CCCCNC(=O)OCc1ccccc1)C(=O)OCc1ccccc1)C(C)C, CCN(C(C)C)C(C)C, On1nnc2ccccc21. Product: CSCCC(NC(=O)C(CCC(N)=O)NC(=O)OC(C)(C)C)C(=O)NC(C)C(=O)NC(C(=O)NC(CCCCNC(=O)OCc1ccccc1)C(=O)OCc1ccccc1)C(C)C. As a reaction SMILES: [C:74]([CH3:75])([CH3:76])([CH3:77])[O:78][C:79](=[O:80])[NH:81][CH:82]([CH2:83][CH2:84][C:85]([NH2:86])=[O:87])[C:88]([NH:89][CH:90]([C:91]([OH:92])=[O:93])[CH2:94][CH2:95][S:96][CH3:97])=[O:98].[CH2:1]([c:2]1[cH:3][cH:4][cH:5][cH:6][cH:7]1)[O:8][C:9]([CH:10]([NH:11][C:12]([CH:13]([NH:14][C:15]([CH:16]([NH:17][C:18]([CH:19]([NH:20][C:21](=[O:22])[O:23][C:24]([CH3:25])([CH3:26])[CH3:27])[CH2:28][CH2:29][S:30][CH3:31])=[O:32])[CH3:33])=[O:34])[CH:35]([CH3:36])[CH3:37])=[O:38])[CH2:39][CH2:40][CH2:41][CH2:42][NH:43][C:44](=[O:45])[O:46][CH2:47][c:48]1[cH:49][cH:50][cH:51][cH:52][cH:53]1)=[O:54].[CH:55]([N:56]([CH2:57][CH3:58])[CH:59]([CH3:60])[CH3:61])([CH3:62])[CH3:63].[OH:64][n:65]1[c:66]2[c:67]([cH:68][cH:69][cH:70][cH:71]2)[n:72][n:73]1>>[CH2:1]([c:2]1[cH:3][cH:4][cH:5][cH:6][cH:7]1)[O:8][C:9]([CH:10]([NH:11][C:12]([CH:13]([NH:14][C:15]([CH:16]([NH:17][C:18]([CH:19]([NH:20][C:21](=[O:22])[CH:82]([NH:81][C:79]([O:78][C:74]([CH3:75])([CH3:76])[CH3:77])=[O:80])[CH2:83][CH2:84][C:85]([NH2:86])=[O:87])[CH2:28][CH2:29][S:30][CH3:31])=[O:32])[CH3:33])=[O:34])[CH:35]([CH3:36])[CH3:37])=[O:38])[CH2:39][CH2:40][CH2:41][CH2:42][NH:43][C:44](=[O:45])[O:46][CH2:47][c:48]1[cH:49][cH:50][cH:51][cH:52][cH:53]1)=[O:54]. Reactants: ICCCCC (1-iodopentane), [Si](C1=CC=CC=C1)(C1=CC=CC=C1)(C(C)(C)C)OCC1=C(C=C(C=C1)[Mg]Br)Cl (4-((tert-butyldiphenylsilyloxy)methyl)-3-chlorophenyl magnesium bromide). Run in CN(P(N(C)C)(N(C)C)=O)C (hexamethylphosphoric triamide), O1CCCC1 (tetrahydrofuran). Conditions: temperature 60 celsius. The product is [Si](C1=CC=CC=C1)(C1=CC=CC=C1)(C(C)(C)C)OCC1=C(C=C(C=C1)CCCCC)Cl (1-((tert-Butyldiphenylsilyloxy)methyl)-2-chloro-4-(n-pentyl)benzene). RXN SMILES: I[CH2:2][CH2:3][CH2:4][CH2:5][CH3:6].[Si:7]([O:24][CH2:25][C:26]1[CH:31]=[CH:30][C:29]([Mg]Br)=[CH:28][C:27]=1[Cl:34])([C:20]([CH3:23])([CH3:22])[CH3:21])([C:14]1[CH:19]=[CH:18][CH:17]=[CH:16][CH:15]=1)[C:8]1[CH:13]=[CH:12][CH:11]=[CH:10][CH:9]=1>CN(C)P(=O)(N(C)C)N(C)C.O1CCCC1>[Si:7]([O:24][CH2:25][C:26]1[CH:31]=[CH:30][C:29]([CH2:2][CH2:3][CH2:4][CH2:5][CH3:6])=[CH:28][C:27]=1[Cl:34])([C:20]([CH3:23])([CH3:22])[CH3:21])([C:14]1[CH:19]=[CH:18][CH:17]=[CH:16][CH:15]=1)[C:8]1[CH:13]=[CH:12][CH:11]=[CH:10][CH:9]=1. Procedure: Then, 1-iodopentane (910 mg) was added to a suspension of copper bromide-dimethyl sulfide complex (62 mg) in hexamethylphosphoric triamide (0.3 ml) under a nitrogen atmosphere, and the mixture was heated to 60° C. Thereto was dropwise added the above-mentioned solution (5 ml) of 4-((tert-butyldiphenylsilyloxy)methyl)-3-chlorophenyl magnesium bromide in tetrahydrofuran over 10 min after removal of unreacted magnesium. After completion of the dropwise addition, the reaction mixture was refluxed un... The reactants are C(C)OCC (Diethyl ether), CCN(C(C)C)C(C)C (DIPEA), [Si](C)(C)(C(C)(C)C)Cl (tert-butyldimethylsilyl chloride), CNCCO (2-(methylamino)ethanol). Solvent: O (water), C(Cl)Cl (DCM). Run at time 16 hour. Yields the product [Si](C)(C)(C(C)(C)C)OCCNC ((2-{[tert-Butyl(dimethyl)silyl]oxy}ethyl)methylamine). The yield is 100.9%. As a reaction SMILES: CCN(C(C)C)C(C)C.[Si:10](Cl)([C:13]([CH3:16])([CH3:15])[CH3:14])([CH3:12])[CH3:11].[CH3:18][NH:19][CH2:20][CH2:21][OH:22].C(OCC)C>C(Cl)Cl.O>[Si:10]([O:22][CH2:21][CH2:20][NH:19][CH3:18])([C:13]([CH3:16])([CH3:15])[CH3:14])([CH3:12])[CH3:11]. Procedure: DIPEA (2.45 mL, 14.0 mmol) and tert-butyldimethylsilyl chloride (1.51 g, 10.0 mmol) were added to a solution of 2-(methylamino)ethanol (751 mg, 10.0 mmol) in dry DCM (25 mL) under argon and the reaction mixture allowed to stir at RT for 16 hours. Diethyl ether (50 mL) and water (50 mL) were added to the reaction mixture and the aqueous phase was extracted with diethyl ether (3×30 mL). The combined extracts were dried (MgSO4), filtered and evaporated to give a pale yellow oil which was dried unde... The reactants are C(C)OC(=O)C1=CC=C(C=C1)C=1CN(CC1)C(=O)OC(C)(C)C (tert-Butyl 3-[4-(ethoxycarbonyl)phenyl]-2,5-dihydro-1H-pyrrole-1-carboxylate), [H][H] (hydrogen). Reagents/catalysts: [Pt]=O (platinum oxide). Run in CCOC(=O)C (EtOAc). Run at time 45 minute. Product: C(C)OC(=O)C1=CC=C(C=C1)C1CN(CC1)C(=O)OC(C)(C)C (tert-Butyl 3-[4-(ethoxycarbonyl)phenyl]pyrrolidine-1-carboxylate). As a reaction SMILES: [CH2:1]([O:3][C:4]([C:6]1[CH:11]=[CH:10][C:9]([C:12]2[CH2:13][N:14]([C:17]([O:19][C:20]([CH3:23])([CH3:22])[CH3:21])=[O:18])[CH2:15][CH:16]=2)=[CH:8][CH:7]=1)=[O:5])[CH3:2].[H][H]>CCOC(C)=O.[Pt]=O>[CH2:1]([O:3][C:4]([C:6]1[CH:7]=[CH:8][C:9]([CH:12]2[CH2:16][CH2:15][N:14]([C:17]([O:19][C:20]([CH3:21])([CH3:23])[CH3:22])=[O:18])[CH2:13]2)=[CH:10][CH:11]=1)=[O:5])[CH3:2]. Reported procedure: To a degassed solution of the title compound from Example 136 Step A (3.17 g, 9.99 mmol) in EtOAc (50 mL) was added platinum oxide (0.68 g, 3.00 mmol). The reaction flask was fitted with a hydrogen balloon attached to a 3-way adapter. The reaction mixture was then evacuated and back-filled with hydrogen. After this process was repeated three times, the reaction mixture was placed under a hydrogen atmosphere, and was stirred vigorously. After 45 min, the reaction mixture was filtered though Celit... Starting materials: COC(=O)CC1Cc2c([nH]c3ccccc23)CN1C(=O)OCc1ccccc1, [Na+], C1CCOC1, [OH-]. Product: O=C(O)CC1Cc2c([nH]c3ccccc23)CN1C(=O)OCc1ccccc1. Reaction SMILES: [CH2:1]([c:2]1[cH:3][cH:4][cH:5][cH:6][cH:7]1)[O:8][C:9](=[O:10])[N:11]1[CH2:12][c:13]2[nH:14][c:15]3[cH:16][cH:17][cH:18][cH:19][c:20]3[c:21]2[CH2:22][CH:23]1[CH2:24][C:25](=[O:26])[O:27][CH3:28].[Na+:30].[O:31]1[CH2:32][CH2:33][CH2:34][CH2:35]1.[OH-:29]>>[CH2:1]([c:2]1[cH:3][cH:4][cH:5][cH:6][cH:7]1)[O:8][C:9](=[O:10])[N:11]1[CH2:12][c:13]2[nH:14][c:15]3[cH:16][cH:17][cH:18][cH:19][c:20]3[c:21]2[CH2:22][CH:23]1[CH2:24][C:25](=[O:26])[OH:27]. Reactants: CCCc1nc(CC)n(-c2ccc(C(C)=O)cc2)c(=O)c1Cc1ccc(-c2ccccc2C#N)cc1, [Cl-], [Li]C, [NH4+], C1CCOC1. The product is CCCc1nc(CC)n(-c2ccc(C(C)(C)O)cc2)c(=O)c1Cc1ccc(-c2ccccc2C#N)cc1. As a reaction SMILES: [C:1]([CH3:2])(=[O:3])[c:4]1[cH:5][cH:6][c:7](-[n:10]2[c:11]([CH2:35][CH3:36])[n:12][c:13]([CH2:32][CH2:33][CH3:34])[c:14]([CH2:17][c:18]3[cH:19][cH:20][c:21](-[c:24]4[c:25]([C:30]#[N:31])[cH:26][cH:27][cH:28][cH:29]4)[cH:22][cH:23]3)[c:15]2=[O:16])[cH:8][cH:9]1.[Cl-:39].[Li:37][CH3:38].[NH4+:40].[O:41]1[CH2:42][CH2:43][CH2:44][CH2:45]1>>[C:1]([CH3:2])([OH:3])([c:4]1[cH:5][cH:6][c:7](-[n:10]2[c:11]([CH2:35][CH3:36])[n:12][c:13]([CH2:32][CH2:33][CH3:34])[c:14]([CH2:17][c:18]3[cH:19][cH:20][c:21](-[c:24]4[c:25]([C:30]#[N:31])[cH:26][cH:27][cH:28][cH:29]4)[cH:22][cH:23]3)[c:15]2=[O:16])[cH:8][cH:9]1)[CH3:38].